From a dataset of the Open Reaction Database (ORD), a public repository of structured organic reaction records. describe an organic reaction: reactants, conditions, products, and yield Reactants: FC([C@@H]1CC[C@H](CC1)C(=O)N1CC(CC1)COC=1C(=NC=CC1)C(=O)OCC)(F)F (ethyl 3-((1-(trans-4-(trifluoromethyl)cyclohexanecarbonyl)pyrrolidin-3-yl)methoxy)picolinate), COC=1C=C(C(=NC1)C(=O)OCC)OC[C@@H]1N(CCC1)C(=O)[C@@H]1CC[C@H](CC1)C(F)(F)F (ethyl 5-methoxy-3-(((R)-1-(trans-4-(trifluoromethyl)cyclohexanecarbonyl)pyrrolidin-2-yl)methoxy)picolinate). Yields the product FC([C@@H]1CC[C@H](CC1)C(=O)N1CC(CC1)COC=1C(=NC=CC1)C(=O)O)(F)F (3-((1-(trans-4-(trifluoromethyl)cyclohexanecarbonyl)pyrrolidin-3-yl)methoxy)picolinic acid). RXN SMILES: [F:1][C:2]([F:30])([F:29])[C@H:3]1[CH2:8][CH2:7][C@H:6]([C:9]([N:11]2[CH2:15][CH2:14][CH:13]([CH2:16][O:17][C:18]3[C:19]([C:24]([O:26]CC)=[O:25])=[N:20][CH:21]=[CH:22][CH:23]=3)[CH2:12]2)=[O:10])[CH2:5][CH2:4]1.COC1C=C(OC[C@H]2CCCN2C([C@H]2CC[C@H](C(F)(F)F)CC2)=O)C(C(OCC)=O)=NC=1>>[F:30][C:2]([F:1])([F:29])[C@H:3]1[CH2:8][CH2:7][C@H:6]([C:9]([N:11]2[CH2:15][CH2:14][CH:13]([CH2:16][O:17][C:18]3[C:19]([C:24]([OH:26])=[O:25])=[N:20][CH:21]=[CH:22][CH:23]=3)[CH2:12]2)=[O:10])[CH2:5][CH2:4]1. Procedure details: The title compound was prepared according to the procedure described in Step 4 of EXAMPLE 31 using ethyl 3-((1-(trans-4-(trifluoromethyl)cyclohexanecarbonyl)pyrrolidin-3-yl)methoxy)picolinate (EXAMPLE 92 Step 3) in stead of ethyl 5-methoxy-3-(((R)-1-(trans-4-(trifluoromethyl)cyclohexanecarbonyl)pyrrolidin-2-yl)methoxy)picolinate.